Dataset: the Open Reaction Database (ORD), a public repository of structured organic reaction records. Task: describe an organic reaction: reactants, conditions, products, and yield The reactants are CC(C)N1C(OC(C1)COC=1C=CC(=C(C1)C=C1C(NC(N1)=O)=O)[N+](=O)[O-])=O (5-[[5-[[[3-(1-methylethyl)-2-oxooxazolidin-5-yl]methyl]oxy]-2-nitrophenyl]methylene]-2,4-imidazolidinedione), CO (Methanol), II (iodine). Reagents/catalysts: [Pd] (palladium on charcoal). Solvent: CN(C=O)C (dimethylformamide). Reaction conditions: time 21 hour. The product is CC(C)N1C(OC(C1)COC1=CC=2C=C3C(=NC2C=C1)NC(N3)=O)=O (1,3-Dihydro-7-[[3-(1-methylethyl)-2-oxo-5-oxazolidinyl]methoxy]-2H-imidazo[4,5-b]quinolin-2-one). The yield is 55.5%. RXN SMILES: [CH3:1][CH:2]([N:4]1[CH2:8][CH:7]([CH2:9][O:10][C:11]2[CH:12]=[CH:13][C:14]([N+:25]([O-])=O)=[C:15]([CH:17]=[C:18]3[NH:22][C:21](=[O:23])[NH:20][C:19]3=O)[CH:16]=2)[O:6][C:5]1=[O:28])[CH3:3].CO.II>CN(C)C=O.[Pd]>[CH3:1][CH:2]([N:4]1[CH2:8][CH:7]([CH2:9][O:10][C:11]2[CH:12]=[CH:13][C:14]3[N:25]=[C:19]4[NH:20][C:21](=[O:23])[NH:22][C:18]4=[CH:17][C:15]=3[CH:16]=2)[O:6][C:5]1=[O:28])[CH3:3]. Procedure details: A solution of 5-[[5-[[[3-(1-methylethyl)-2-oxooxazolidin-5-yl]methyl]oxy]-2-nitrophenyl]methylene]-2,4-imidazolidinedione (8.80 g, 22 mmol) in dimethylformamide (150 mL) was hydrogenated at 60 p.s.i. over 10% palladium on charcoal (0.88 g) in a low pressure hydrogenation apparatus. After 21 hours, the mixture was filtered through kieselguhr and the solvent evaporated in vacuo at about 40° C. to leave a foamy solid. Methanol (180 mL) was added, the mixture heated to reflux and iodine (5.72 g 22 m...